From a dataset of the Open Reaction Database (ORD), a public repository of structured organic reaction records. describe an organic reaction: reactants, conditions, products, and yield Reactants: CC(C)C[AlH]CC(C)C, COC(=O)C=Cc1ccc(OC)cc1[N+](=O)[O-], Cc1ccccc1. The product is COc1ccc(C=CCO)c([N+](=O)[O-])c1. RXN SMILES: [CH3:18][CH:19]([CH2:20][AlH:21][CH2:22][CH:23]([CH3:24])[CH3:25])[CH3:26].[CH3:1][O:2][c:3]1[cH:4][c:5]([N+:15](=[O:16])[O-:17])[c:6]([CH:9]=[CH:10][C:11](=[O:12])[O:13][CH3:14])[cH:7][cH:8]1.[CH3:27][c:28]1[cH:29][cH:30][cH:31][cH:32][cH:33]1>>[CH3:1][O:2][c:3]1[cH:4][c:5]([N+:15](=[O:16])[O-:17])[c:6]([CH:9]=[CH:10][CH2:11][OH:12])[cH:7][cH:8]1. The reactants are Cl.N[C@@H](C)C1=CC=C(C(=O)OC)C=C1 (Methyl 4-[(1S)-1-aminoethyl]benzoate hydrochloride), ClC=1C=CC(=C(C(=O)O)C1)OC1=CC(=C(C=C1)F)F (5-Chloro-2-(3,4-difluorophenoxy)benzoic acid). Yields the product ClC=1C=CC(=C(C(=O)N[C@@H](C)C2=CC=C(C(=O)OC)C=C2)C1)OC1=CC(=C(C=C1)F)F (Methyl 4-((1S)-1-{[5-chloro-2-(3.4-difluorophenoxy)benzoyl]amino}ethyl)benzoate). As a reaction SMILES: Cl.[NH2:2][C@H:3]([C:5]1[CH:14]=[CH:13][C:8]([C:9]([O:11][CH3:12])=[O:10])=[CH:7][CH:6]=1)[CH3:4].[Cl:15][C:16]1[CH:17]=[CH:18][C:19]([O:25][C:26]2[CH:31]=[CH:30][C:29]([F:32])=[C:28]([F:33])[CH:27]=2)=[C:20]([CH:24]=1)[C:21](O)=[O:22]>>[Cl:15][C:16]1[CH:17]=[CH:18][C:19]([O:25][C:26]2[CH:31]=[CH:30][C:29]([F:32])=[C:28]([F:33])[CH:27]=2)=[C:20]([CH:24]=1)[C:21]([NH:2][C@H:3]([C:5]1[CH:14]=[CH:13][C:8]([C:9]([O:11][CH3:12])=[O:10])=[CH:7][CH:6]=1)[CH3:4])=[O:22] |f:0.1|. Reported procedure: The title compound was prepared according to the procedure described in step 3 of Example 1 from methyl 4-[(1S)-1-aminoethyl]benzoate hydrochloride (step 3 of Example 5) and 5-chloro-2-(3,4-difluorophenoxy)benzoic acid (step 2): 1H-NMR (CDCl3) δ 8.16 (1H, d, J=2.8 Hz), 7.98–7.93 (2H, m), 7.60 (1H, d, J=7.4 Hz), 7.49 (1H, dd, J=8.7, 2.8 Hz), 7.35–7.29 (2H, m), 7.14 (1H, q, J=8.9 Hz), 6.88–6.78 (2H, m), 6.73–6.66 (1H, m), 5.31 (1H, dq, J=7.4, 6.9 Hz), 3.91 (3H, s), 1.51 (3H, d, J=6.9 Hz); MS (ESI)... Procedure: The procedure of Step 6 of Example 1 was repeated except for using 3-(3,5-difluorophenyl)-6-hydroxy-2-(pyridin-3-yl)-1H-inden-1-one obtained in Step 1 as a starting material instead of 2-bromo-6-hydroxy-3-phenyl-1H-inden-1-one, t-butyl 4-(3-hydroxypropyl)piperazine-1-carboxylate (2.0 eq) instead of 4-(2-hydroxyethyl)morpholine, using 2 equivalents of PPh3 and DIAD, and being stirred for 19 h to obtain the title compound (85%). Conditions: time 19 hour. Product: FC=1C=C(C=C(C1)F)C1=C(C(C2=CC(=CC=C12)OCCCN1CCN(CC1)C(=O)OC(C)(C)C)=O)C=1C=NC=CC1 (tert-Butyl 4-(3-(3-(3,5-difluorophenyl)-1-oxo-2-(pyridin-3-yl)-1H-inden-6-yloxy)propyl)piperazine-1-carboxylate). The reactants are FC=1C=C(C=C(C1)F)C1=C(C(C2=CC(=CC=C12)O)=O)C=1C=NC=CC1 (3-(3,5-difluorophenyl)-6-hydroxy-2-(pyridin-3-yl)-1H-inden-1-one), C1=CC=C(C=C1)P(C2=CC=CC=C2)C3=CC=CC=C3 (PPh3), CC(C)OC(=O)/N=N/C(=O)OC(C)C (DIAD), BrC=1C(C2=CC(=CC=C2C1C1=CC=CC=C1)O)=O (2-bromo-6-hydroxy-3-phenyl-1H-inden-1-one), OCCCN1CCN(CC1)C(=O)OC(C)(C)C (t-butyl 4-(3-hydroxypropyl)piperazine-1-carboxylate). As a reaction SMILES: [F:1][C:2]1[CH:3]=[C:4]([C:9]2[C:17]3[C:12](=[CH:13][C:14]([OH:18])=[CH:15][CH:16]=3)[C:11](=[O:19])[C:10]=2[C:20]2[CH:21]=[N:22][CH:23]=[CH:24][CH:25]=2)[CH:5]=[C:6]([F:8])[CH:7]=1.BrC1C(=O)C2C(C=1C1C=CC=CC=1)=CC=C(O)C=2.O[CH2:45][CH2:46][CH2:47][N:48]1[CH2:53][CH2:52][N:51]([C:54]([O:56][C:57]([CH3:60])([CH3:59])[CH3:58])=[O:55])[CH2:50][CH2:49]1.C1C=CC(P(C2C=CC=CC=2)C2C=CC=CC=2)=CC=1.CC(OC(/N=N/C(OC(C)C)=O)=O)C>>[F:8][C:6]1[CH:5]=[C:4]([C:9]2[C:17]3[C:12](=[CH:13][C:14]([O:18][CH2:45][CH2:46][CH2:47][N:48]4[CH2:53][CH2:52][N:51]([C:54]([O:56][C:57]([CH3:58])([CH3:60])[CH3:59])=[O:55])[CH2:50][CH2:49]4)=[CH:15][CH:16]=3)[C:11](=[O:19])[C:10]=2[C:20]2[CH:21]=[N:22][CH:23]=[CH:24][CH:25]=2)[CH:3]=[C:2]([F:1])[CH:7]=1. The yield is 85.0%. The reactants are NC1=NC(=CC=C1OC)Br (2-Amino-6-bromo-3-methoxypyridine), N1=CC=CC=C1 (pyridine), C(C(C)(C)C)(=O)Cl (pivaloyl chloride). The solvent is C(Cl)Cl (CH2Cl2). Reaction conditions: time 8 hour. Yields the product BrC1=CC=C(C(=N1)NC(=O)C(C)(C)C)OC (6-Bromo-2-(tert-butylcarbonyl)amino-3-methoxypyridine). RXN SMILES: [NH2:1][C:2]1[C:7]([O:8][CH3:9])=[CH:6][CH:5]=[C:4]([Br:10])[N:3]=1.N1C=CC=CC=1.[C:17](Cl)(=[O:22])[C:18]([CH3:21])([CH3:20])[CH3:19]>C(Cl)Cl>[Br:10][C:4]1[N:3]=[C:2]([NH:1][C:17]([C:18]([CH3:21])([CH3:20])[CH3:19])=[O:22])[C:7]([O:8][CH3:9])=[CH:6][CH:5]=1. Reported procedure: A dry reaction flask equipped with a nitrogen inlet and magnetic stirring bar was charged with 2-amino-6-bromo-3-methoxypyridine (33) (0.170 g, 0.84 mmol), pyridine (0.126 mL, 1.26 mmol) and CH2Cl2 (5 mL). To this at 0° C. was added pivaloyl chloride (0.113 mL, 0.92 mmol) and then the reaction mixture was stirred at room temperature overnight. The reaction was then quenched with water (25 mL), extracted with CH2Cl2 (2×25 mL), dried over anhydrous sodium sulfate and solvent was removed under redu... Reaction SMILES: [Br:1]N1C(=O)CCC1=O.[Cl:9][C:10]1[CH:15]=[CH:14][C:13]([C:16]2[N:20]([C:21]3[CH:26]=[CH:25][C:24]([Cl:27])=[CH:23][C:22]=3[Cl:28])[N:19]=[C:18]([C:29]([O:31][CH2:32][CH3:33])=[O:30])[C:17]=2[CH3:34])=[CH:12][CH:11]=1>C(Cl)(Cl)(Cl)Cl.C(OOC(=O)C1C=CC=CC=1)(=O)C1C=CC=CC=1>[Cl:9][C:10]1[CH:11]=[CH:12][C:13]([C:16]2[N:20]([C:21]3[CH:26]=[CH:25][C:24]([Cl:27])=[CH:23][C:22]=3[Cl:28])[N:19]=[C:18]([C:29]([O:31][CH2:32][CH3:33])=[O:30])[C:17]=2[CH2:34][Br:1])=[CH:14][CH:15]=1. Starting materials: BrN1C(CCC1=O)=O (N-bromosuccinimide), ClC1=CC=C(C=C1)C1=C(C(=NN1C1=C(C=C(C=C1)Cl)Cl)C(=O)OCC)C (ethyl 5-(4-chlorophenyl)-1-(2,4-dichlorophenyl)-4-methylpyrazole-3-carboxylate). Reported procedure: 4.8 g of N-bromosuccinimide and 20 mg of benzoyl peroxide are added to a solution of 10.73 g of ethyl 5-(4-chlorophenyl)-1-(2,4-dichlorophenyl)-4-methylpyrazole-3-carboxylate in 200 ml of CCl4 and the mixture is then refluxed for 16 hours. The insoluble material is filtered off and the filtrate is concentrated under vacuum. The residue is extracted with DCM, the organic phase is washed with water and dried over MgSO4 and the solvent is evaporated off under vacuum to give 14.13 g of the expected ... The solvent is C(Cl)(Cl)(Cl)Cl (CCl4). Isolated yield 110.4%. Product: ClC1=CC=C(C=C1)C1=C(C(=NN1C1=C(C=C(C=C1)Cl)Cl)C(=O)OCC)CBr (Ethyl 5-(4-chlorophenyl)-1-(2,4-dichlorophenyl)-4-bromomethylpyrazole-3-carboxylate). The reagents and catalysts are C(C1=CC=CC=C1)(=O)OOC(C1=CC=CC=C1)=O (benzoyl peroxide). Starting materials: CCOC(OCC)c1ccc(C=O)cc1, CN(C)S(=O)(=O)n1ccnc1CNCc1nccn1S(=O)(=O)N(C)C. The product is CCOC(OCC)c1ccc(CN(Cc2nccn2S(=O)(=O)N(C)C)Cc2nccn2S(=O)(=O)N(C)C)cc1. As a reaction SMILES: [CH2:1]([CH3:2])[O:3][CH:4]([c:5]1[cH:6][cH:7][c:8]([CH:9]=[O:10])[cH:11][cH:12]1)[O:13][CH2:14][CH3:15].[NH:16]([CH2:17][c:18]1[n:19]([S:23](=[O:24])(=[O:25])[N:26]([CH3:27])[CH3:28])[cH:20][cH:21][n:22]1)[CH2:29][c:30]1[n:31]([S:35](=[O:36])(=[O:37])[N:38]([CH3:39])[CH3:40])[cH:32][cH:33][n:34]1>>[CH2:1]([CH3:2])[O:3][CH:4]([c:5]1[cH:6][cH:7][c:8]([CH2:9][N:16]([CH2:17][c:18]2[n:19]([S:23](=[O:24])(=[O:25])[N:26]([CH3:27])[CH3:28])[cH:20][cH:21][n:22]2)[CH2:29][c:30]2[n:31]([S:35](=[O:36])(=[O:37])[N:38]([CH3:39])[CH3:40])[cH:32][cH:33][n:34]2)[cH:11][cH:12]1)[O:13][CH2:14][CH3:15]. The reactants are O=C(CCc1ccc(NC(=O)C(F)(F)F)c([N+](=O)[O-])c1)NC12CC3CC(CC(C3)C1)C2, CO, [Na+], [OH-]. Yields the product Nc1ccc(CCC(=O)NC23CC4CC(CC(C4)C2)C3)cc1[N+](=O)[O-]. RXN SMILES: [C:1]12([NH:11][C:12]([CH2:13][CH2:14][c:15]3[cH:16][c:17]([N+:28](=[O:29])[O-:30])[c:18]([NH:21][C:22](=[O:23])[C:24]([F:25])([F:26])[F:27])[cH:19][cH:20]3)=[O:31])[CH2:2][CH:3]3[CH2:4][CH:5]([CH2:6][CH:7]([CH2:8]1)[CH2:9]3)[CH2:10]2.[CH3:34][OH:35].[Na+:33].[OH-:32]>>[C:1]12([NH:11][C:12]([CH2:13][CH2:14][c:15]3[cH:16][c:17]([N+:28](=[O:29])[O-:30])[c:18]([NH2:21])[cH:19][cH:20]3)=[O:31])[CH2:2][CH:3]3[CH2:4][CH:5]([CH2:6][CH:7]([CH2:8]1)[CH2:9]3)[CH2:10]2. The reactants are C(Cl)Cl (CH2Cl2), C(=O)([O-])[O-].[Na+].[Na+] (Na2CO3), FC(S(=O)(=O)OC1=NC(=C(C=C1)F)NCC1CCOCC1)(F)F (5-fluoro-6-((tetrahydro-2H-pyran-4-yl)methyl)aminopyridin-2-yl trifluoromethanesulfonate), ClC=1C(=CC(=NC1)F)B(O)O (5-chloro-2-fluoropyridin-4-ylboronic acid). The reagents and catalysts are C1=CC=C(C=C1)P([C-]2C=CC=C2)C3=CC=CC=C3.C1=CC=C(C=C1)P([C-]2C=CC=C2)C3=CC=CC=C3.Cl[Pd]Cl.[Fe+2] (PdCl2(dppf)). Solvent: COCCOC (DME), CCOC(=O)C (EtOAc), C(=O)(O)[O-].[Na+] (NaHCO3). The product is ClC=1C(=CC(=NC1)F)C1=NC(=C(C=C1)F)NCC1CCOCC1 (5′-chloro-2′,5-difluoro-N-((tetrahydro-2H-pyran-4-yl)methyl)-2,4′-bipyridin-6-amine). As a reaction SMILES: FC(F)(F)S(O[C:7]1[CH:12]=[CH:11][C:10]([F:13])=[C:9]([NH:14][CH2:15][CH:16]2[CH2:21][CH2:20][O:19][CH2:18][CH2:17]2)[N:8]=1)(=O)=O.[Cl:24][C:25]1[C:26](B(O)O)=[CH:27][C:28]([F:31])=[N:29][CH:30]=1.C(Cl)Cl.C([O-])([O-])=O.[Na+].[Na+]>COCCOC.CCOC(C)=O.C([O-])(O)=O.[Na+].C1C=CC(P(C2C=CC=CC=2)[C-]2C=CC=C2)=CC=1.C1C=CC(P(C2C=CC=CC=2)[C-]2C=CC=C2)=CC=1.Cl[Pd]Cl.[Fe+2]>[Cl:24][C:25]1[C:26]([C:7]2[CH:12]=[CH:11][C:10]([F:13])=[C:9]([NH:14][CH2:15][CH:16]3[CH2:17][CH2:18][O:19][CH2:20][CH2:21]3)[N:8]=2)=[CH:27][C:28]([F:31])=[N:29][CH:30]=1 |f:3.4.5,8.9,10.11.12.13|. Reported procedure: A mixture of 5-fluoro-6-((tetrahydro-2H-pyran-4-yl)methyl)aminopyridin-2-yl trifluoromethanesulfonate (712 mg, 1.987 mmol), 5-chloro-2-fluoropyridin-4-ylboronic acid (697 mg, 3.97 mmol), PdCl2(dppf).CH2Cl2 adduct (162 mg, 0.199 mmol) in DME (8 mL) and 2 M aqueous Na2CO3 solution (2.6 mL, 1.987 mmol) in a sealed tube was heated at 95° C. for 3 hr. The mixture was allowed to cool to ambient temperature and was diluted with EtOAc (˜100 mL) and saturated aqueous NaHCO3 solution. The separated organi... Reactants: Cl.Cl.ClC1=NC=CC(=C1)N1CCC(CC1)N (1-(2-chloropyridin-4-yl)piperidin-4-amine dihydrochloride), BrC1=NN2C(C(=CC=C2)C2=CC(=C(C=C2)F)F)=N1 (2-bromo-8-(3,4-difluorophenyl)-[1,2,4]triazolo[1,5-a]pyridine), C1(=CC=CC=C1)P(C1=CC=CC=2C(C3=CC=CC(=C3OC12)P(C1=CC=CC=C1)C1=CC=CC=C1)(C)C)C1=CC=CC=C1 (4,5-bis(diphenylphosphino)-9,9-dimethylxanthene), [O-]C1=CC=CC=C1.[Na+] (sodium phenoxide). Solvent: ClCCl (dichloromethane). Yields the product ClC1=NC=CC(=C1)N1CCC(CC1)NC1=NN2C(C(=CC=C2)C2=CC(=C(C=C2)F)F)=N1 (N-(1-(2-Chloropyridin-4-yl)piperidin-4-yl)-8-(3,4-difluorophenyl)-[1,2,4]triazolo[1,5-a]pyridin-2-amine), solid. Isolated yield 47.0%. As a reaction SMILES: Cl.Cl.[Cl:3][C:4]1[CH:9]=[C:8]([N:10]2[CH2:15][CH2:14][CH:13]([NH2:16])[CH2:12][CH2:11]2)[CH:7]=[CH:6][N:5]=1.Br[C:18]1[N:34]=[C:21]2[C:22]([C:26]3[CH:31]=[CH:30][C:29]([F:32])=[C:28]([F:33])[CH:27]=3)=[CH:23][CH:24]=[CH:25][N:20]2[N:19]=1.C1(P(C2C=CC=CC=2)C2C3OC4C(=CC=CC=4P(C4C=CC=CC=4)C4C=CC=CC=4)C(C)(C)C=3C=CC=2)C=CC=CC=1.[O-]C1C=CC=CC=1.[Na+]>ClCCl>[Cl:3][C:4]1[CH:9]=[C:8]([N:10]2[CH2:15][CH2:14][CH:13]([NH:16][C:18]3[N:34]=[C:21]4[C:22]([C:26]5[CH:31]=[CH:30][C:29]([F:32])=[C:28]([F:33])[CH:27]=5)=[CH:23][CH:24]=[CH:25][N:20]4[N:19]=3)[CH2:12][CH2:11]2)[CH:7]=[CH:6][N:5]=1 |f:0.1.2,5.6|. Reported procedure: A suspension of 1-(2-chloropyridin-4-yl)piperidin-4-amine dihydrochloride (142 mg, 0.50 mmol) in dichloromethane was washed with 2 N NaOH, the aqueous layer extracted with dichloromethane, the combined organic layers dried over sodium sulfate and evaporated. The “free-base” residue was dissolved in dioxane (4 mL), 2-bromo-8-(3,4-difluorophenyl)-[1,2,4]triazolo[1,5-a]pyridine (prepared in analogy to example 66a-d) (170 mg, 0.55 mmol), 4,5-bis(diphenylphosphino)-9,9-dimethylxanthene (23 mg, 8 mol ... Starting materials: OC[C@H]1C[C@@H]2N(CCN(C2)C2=CC=C(C=C2)C#N)C1 ((7S,8aS)-7-hydroxymethyl-2-(4-cyanophenyl)-1,2,3,4,6,7,8,8a-octahydro-pyrrolo[1,2-a]pyrazine), FC1=CC=C(C=C1)O (4-fluorophenol), C1(=CC=CC=C1)P(C1=CC=CC=C1)C1=CC=CC=C1 (triphenylphosphine), N(=NC(=O)OCC)C(=O)OCC (diethyl azodicarboxylate). Solvent: C1CCOC1 (THF). Conditions: time 16 hour. Yields the product FC1=CC=C(OC[C@H]2C[C@@H]3N(CCN(C3)C3=CC=C(C=C3)C#N)C2)C=C1 ((7S,8aS)-7-(4-Fluorophenoxy)methyl-2-(4-cyanophenyl)-1,2,3,4,6,7,8,8a-octahydro-pyrrolo[1,2-a]pyrazine). The yield is 66.0%. As a reaction SMILES: [OH:1][CH2:2][C@@H:3]1[CH2:19][N:6]2[CH2:7][CH2:8][N:9]([C:11]3[CH:16]=[CH:15][C:14]([C:17]#[N:18])=[CH:13][CH:12]=3)[CH2:10][C@@H:5]2[CH2:4]1.[F:20][C:21]1[CH:26]=[CH:25][C:24](O)=[CH:23][CH:22]=1.C1(P(C2C=CC=CC=2)C2C=CC=CC=2)C=CC=CC=1.N(C(OCC)=O)=NC(OCC)=O>C1COCC1>[F:20][C:21]1[CH:26]=[CH:25][C:24]([O:1][CH2:2][C@@H:3]2[CH2:19][N:6]3[CH2:7][CH2:8][N:9]([C:11]4[CH:16]=[CH:15][C:14]([C:17]#[N:18])=[CH:13][CH:12]=4)[CH2:10][C@@H:5]3[CH2:4]2)=[CH:23][CH:22]=1. Procedure: A solution of 0.25 g (0.97 mmol) of (7S,8aS)-7-hydroxymethyl-2-(4-cyanophenyl)-1,2,3,4,6,7,8,8a-octahydro-pyrrolo[1,2-a]pyrazine (Preparation 16), 0.164 g (1.46 mmol) of 4-fluorophenol, 0.31 g (1.15 mmol) of triphenylphosphine in 10 mL of THF was treated with 0.18 mL (1.15 mmol) of diethyl azodicarboxylate and the solution stirred at ambient temperature for 16 hours. The solvent was removed by rotary evaporation, and the residue partitioned between chloroform and 1M sodium hydroxide. The layers ...